From a dataset of the Open Reaction Database (ORD), a public repository of structured organic reaction records. describe an organic reaction: reactants, conditions, products, and yield The reactants are O=C(CCC(=O)O)C1=CNC2=CC=CC=C12 (4-oxo-4-(3-indolyl)butyric acid), N1[C@H](C(=O)O)CCC1 (L-proline). Yields the product N1C=C(C2=CC=CC=C12)C(=O)CCC(=O)N1[C@H](C(=O)O)CCC1 (1-[3-(3-indolylcarbonyl)propionyl]-L-proline). Reaction SMILES: [O:1]=[C:2]([C:8]1[C:16]2[C:11](=[CH:12][CH:13]=[CH:14][CH:15]=2)[NH:10][CH:9]=1)[CH2:3][CH2:4][C:5]([OH:7])=O.[NH:17]1[CH2:24][CH2:23][CH2:22][C@H:18]1[C:19]([OH:21])=[O:20]>>[NH:10]1[C:11]2[C:16](=[CH:15][CH:14]=[CH:13][CH:12]=2)[C:8]([C:2]([CH2:3][CH2:4][C:5]([N:17]2[CH2:24][CH2:23][CH2:22][C@H:18]2[C:19]([OH:21])=[O:20])=[O:7])=[O:1])=[CH:9]1. Procedure details: As for Example 1, 4-oxo-4-(3-indolyl)butyric acid (0.1 mole) is coupled to L-proline to give 1-[3-(3-indolylcarbonyl)propionyl]-L-proline. The preceding compound is reacted with bromine in acetic acid and the brominated derivative is reacted with sodium thioacetate in acetonitrile to give the product of the Example as a glass. The reactants are C#CCS(=O)c1ccc(NC(C)=O)c(N)c1, COC(=O)N=C=S, CC(C)=O. The product is C#CCS(=O)c1ccc(NC(C)=O)c(NC(=S)NC(=O)OC)c1. RXN SMILES: [C:1]([CH3:2])(=[O:3])[NH:4][c:5]1[c:6]([NH2:16])[cH:7][c:8]([S:11](=[O:12])[CH2:13][C:14]#[CH:15])[cH:9][cH:10]1.[CH3:17][O:18][C:19](=[O:20])[N:21]=[C:22]=[S:23].[CH3:24][C:25](=[O:26])[CH3:27]>>[C:1]([CH3:2])(=[O:3])[NH:4][c:5]1[c:6]([NH:16][C:22]([NH:21][C:19]([O:18][CH3:17])=[O:20])=[S:23])[cH:7][c:8]([S:11](=[O:12])[CH2:13][C:14]#[CH:15])[cH:9][cH:10]1. Reactants: C#CCN(C(Cc1ccccc1)C(=O)OC)S(=O)(=O)c1c(C)cc(OC)c(C)c1C, CCSC, CC(Cl)Cl, O=C(O)C(F)(F)F. Product: C#CCNC(Cc1ccccc1)C(=O)OC. RXN SMILES: [CH3:1][O:2][C:3]([CH:4]([CH2:5][c:6]1[cH:7][cH:8][cH:9][cH:10][cH:11]1)[N:12]([CH2:13][C:14]#[CH:15])[S:16]([c:17]1[c:18]([CH3:19])[cH:20][c:21]([O:22][CH3:23])[c:24]([CH3:25])[c:26]1[CH3:27])(=[O:28])=[O:29])=[O:30].[CH3:31][S:32][CH2:33][CH3:34].[Cl:35][CH:36]([Cl:37])[CH3:38].[OH:39][C:40]([C:41]([F:42])([F:43])[F:44])=[O:45]>>[CH3:1][O:2][C:3]([CH:4]([CH2:5][c:6]1[cH:7][cH:8][cH:9][cH:10][cH:11]1)[NH:12][CH2:13][C:14]#[CH:15])=[O:30]. The reactants are [Cr](=O)(=O)([O-])Cl.[NH+]1=CC=CC=C1 (pyridinium chlorochromate), C(C1=CC=CC=C1)OC1=C(C=C(C(C2=CC=C(C=C2)C(F)(F)F)O)C=C1)OC (4-(benzyloxy)-3-methoxy-4'-(trifluoromethyl)benzhydrol). Reaction conditions: time 2 hour. Yields the product C(C1=CC=CC=C1)OC1=C(C=C(C(=O)C2=CC=C(C=C2)C(F)(F)F)C=C1)OC (4-(benzyloxy)-3-methoxy-4'-(trifluoromethyl)benzophenone). Reaction SMILES: [Cr](Cl)([O-])(=O)=O.[NH+]1C=CC=CC=1.[CH2:12]([O:19][C:20]1[CH:37]=[CH:36][C:23]([CH:24]([OH:35])[C:25]2[CH:30]=[CH:29][C:28]([C:31]([F:34])([F:33])[F:32])=[CH:27][CH:26]=2)=[CH:22][C:21]=1[O:38][CH3:39])[C:13]1[CH:18]=[CH:17][CH:16]=[CH:15][CH:14]=1>>[CH2:12]([O:19][C:20]1[CH:37]=[CH:36][C:23]([C:24]([C:25]2[CH:30]=[CH:29][C:28]([C:31]([F:32])([F:33])[F:34])=[CH:27][CH:26]=2)=[O:35])=[CH:22][C:21]=1[O:38][CH3:39])[C:13]1[CH:14]=[CH:15][CH:16]=[CH:17][CH:18]=1 |f:0.1|. Procedure details: 52.6 g of 4-(benzyloxy)-3-methoxy-4'-(trifluoromethyl)benzhydrol (dissolved in 500 ml of methylene chloride) are treated within 10 minutes at 20° with 30.6 g of pyridinium chlorochromate and stirred at 20° for 2 hours. The precipitate formed is subsequently filtered and washed with methylene chloride. The filtrate is evaporated and the residue is chromatographed on 150 g of silica gel with methylene chloride. After recrystallization from methylene chloride/hexane, there is obtained 4-(benzyloxy)... The reactants are CN1CCNCC1 (N-methylpiperazine), O1CCCC1 (tetrahydrofuran), BrC1=CC=C(C=C1)C1=NC=2C(=NC=CC2)N1CC(=O)O (2-(4-bromophenyl)-3H-imidazo[4,5-b]pyridine-3-acetic acid), C(=O)(N1C=NC=C1)N1C=NC=C1 (1,1'-carbonyldiimidazole), O1CCCC1 (tetrahydrofuran). Run at time 3 hour. The product is C(C)(C)O.C(C)(C)OC(C)C (isopropyl alcohol isopropyl ether), white solid. Isolated yield 45.0%. As a reaction SMILES: BrC1C=CC(C2N([CH2:17][C:18]([OH:20])=O)C3=NC=CC=C3N=2)=CC=1.[C:21](N1C=CN=C1)(N1C=CN=C1)=O.[CH3:33]N1CCNCC1.O1C[CH2:43][CH2:42][CH2:41]1>>[CH:18]([OH:20])([CH3:17])[CH3:21].[CH:42]([O:20][CH:18]([CH3:17])[CH3:33])([CH3:43])[CH3:41] |f:4.5|. Procedure: A suspension of 4.4 g (0.0133 mole) of 2-(4-bromophenyl)-3H-imidazo[4,5-b]pyridine-3-acetic acid, 2.2 g (0.0133 mole) of 1,1'-carbonyldiimidazole, and anhydrous tetrahydrofuran (100 ml) was stirred at room temperature with a stream of nitrogen bubbling through the mixture for 3 hours. To the resulting solution was added dropwise a solution of 1.3 g (0.0133 mole) of N-methylpiperazine in 10 ml of tetrahydrofuran. The reaction mixture was stirred at room temperature for 18 hours. The tetrahydrofur... Reactants: [H-].[Al+3].[Li+].[H-].[H-].[H-] (lithium aluminum hydride), COC([C@@H](N(C(C1=CC=CC=C1)(C1=CC=CC=C1)C1=CC=CC=C1)O[Si](C)(C)C(C)(C)C)CO)=O (N-trityl-t-butyldimethylsilyloxy serine methyl ester). Run in C(C)OCC (ethyl ether). Run at temperature 0 celsius, time 30 minute. The product is C(C1=CC=CC=C1)(C1=CC=CC=C1)(C1=CC=CC=C1)NC(CO)CO (N-trityl-1,3-dihydroxy-2-propanamine). Reaction SMILES: [H-].[Al+3].[Li+].[H-].[H-].[H-].C[O:8][C:9](=O)[C@H:10]([CH2:39][OH:40])[N:11](O[Si](C(C)(C)C)(C)C)[C:12]([C:25]1[CH:30]=[CH:29][CH:28]=[CH:27][CH:26]=1)([C:19]1[CH:24]=[CH:23][CH:22]=[CH:21][CH:20]=1)[C:13]1[CH:18]=[CH:17][CH:16]=[CH:15][CH:14]=1>C(OCC)C>[C:12]([NH:11][CH:10]([CH2:9][OH:8])[CH2:39][OH:40])([C:19]1[CH:20]=[CH:21][CH:22]=[CH:23][CH:24]=1)([C:25]1[CH:30]=[CH:29][CH:28]=[CH:27][CH:26]=1)[C:13]1[CH:14]=[CH:15][CH:16]=[CH:17][CH:18]=1 |f:0.1.2.3.4.5|. Reported procedure: To dry ethyl ether (300 ml) is added with stirring lithium aluminum hydride (4.5 g; 0.12 mol) and cooled to 0° C. under nitrogen. The N-trityl-t-butyldimethylsilyloxy serine methyl ester (57 g; 0.12 mol) is added portionwise over 5 minutes as a solid. The reaction mixture is allowed to warm and stir for 30 minutes at 25° C. The mixture is quenched by slow addition of H2O (4.5 ml) at 0° C. followed by 15% NaOH (4.5 ml) and H2O (13.5 ml) at 25° C. After stirring for 3 hours, the mixture is filtere... Reactants: FC1=C(C(=CC=C1)F)N1N=C(C=2C(=NC=CC21)OC)C2=CC=C(C(=O)OC)C=C2 (methyl 4-(1-(2,6-difluorophenyl)-4-methoxy-1H-pyrazolo[4,3-c]pyridin-3-yl)benzoate), CO (methanol), [OH-].[Na+] (sodium hydroxide). Run in O (water), O (water). Reaction conditions: temperature 50 celsius, time 4 hour. Product: FC1=C(C(=CC=C1)F)N1N=C(C=2C(=NC=CC21)OC)C2=CC=C(C(=O)O)C=C2 (4-(1-(2,6-difluorophenyl)-4-methoxy-1H-pyrazolo[4,3-c]pyridin-3-yl)benzoic acid). Isolated yield 99.5%. As a reaction SMILES: [F:1][C:2]1[CH:7]=[CH:6][CH:5]=[C:4]([F:8])[C:3]=1[N:9]1[C:17]2[CH:16]=[CH:15][N:14]=[C:13]([O:18][CH3:19])[C:12]=2[C:11]([C:20]2[CH:29]=[CH:28][C:23]([C:24]([O:26]C)=[O:25])=[CH:22][CH:21]=2)=[N:10]1.CO.[OH-].[Na+]>O>[F:1][C:2]1[CH:7]=[CH:6][CH:5]=[C:4]([F:8])[C:3]=1[N:9]1[C:17]2[CH:16]=[CH:15][N:14]=[C:13]([O:18][CH3:19])[C:12]=2[C:11]([C:20]2[CH:29]=[CH:28][C:23]([C:24]([OH:26])=[O:25])=[CH:22][CH:21]=2)=[N:10]1 |f:2.3|. Reported procedure: To a solution of methyl 4-(1-(2,6-difluorophenyl)-4-methoxy-1H-pyrazolo[4,3-c]pyridin-3-yl)benzoate (2.70 g) in a mixed solvent of methanol (20 mL) THF (20 mL) and water (10 mL) was added 8N aqueous sodium hydroxide solution (4.27 mL), and the mixture was stirred at 50° C. for 4 hr. To the reaction mixture was added water, and the mixture was extracted with ethyl acetate. The aqueous layer was neutralized with 1N hydrochloric acid at 0° C., and the mixture was extracted with ethyl acetate. The o... Starting materials: CC1=CC2=C(C=C1)OCC(=O)CO2 (Calone), CN1C=C(C2=CC=CC=C12)C=O (1-methylindole-3-carbaldehyde). Product: CC1=CC2=C(O\C(\C(/C(/O2)=C/C2=CN(C3=CC=CC=C23)C)=O)=C/C2=CN(C3=CC=CC=C23)C)C=C1 (7-methyl-2,4-bis[1-(1-methyl-1H-indol-3-yl)meth-(Z)-ylidene]benzo[b]-1,4-dioxepin-3-one). RXN SMILES: [CH3:1][C:2]1[CH:7]=[CH:6][C:5]2[O:8][CH2:9][C:10]([CH2:12][O:13][C:4]=2[CH:3]=1)=[O:11].[CH3:14][N:15]1[C:23]2[C:18](=[CH:19][CH:20]=[CH:21][CH:22]=2)[C:17]([CH:24]=O)=[CH:16]1>>[CH3:1][C:2]1[CH:7]=[CH:6][C:5]2[O:8]/[C:9](=[CH:24]\[C:17]3[C:18]4[C:23](=[CH:22][CH:21]=[CH:20][CH:19]=4)[N:15]([CH3:14])[CH:16]=3)/[C:10](=[O:11])/[C:12](=[CH:24]/[C:17]3[C:18]4[C:23](=[CH:22][CH:21]=[CH:20][CH:19]=4)[N:15]([CH3:14])[CH:16]=3)/[O:13][C:4]=2[CH:3]=1. Procedure: Calone is reacted with 1-methylindole-3-carbaldehyde analogously to the reaction conditions of Example 1, giving 7-methyl-2,4-bis[1-(1-methyl-1H-indol-3-yl)meth-(Z)-ylidene]benzo[b]-1,4-dioxepin-3-one.